Dataset: the Open Reaction Database (ORD), a public repository of structured organic reaction records. Task: describe an organic reaction: reactants, conditions, products, and yield Reactants: C(C)(C)(C)OC(=O)N[C@H](CO)C ((S)-2-t-butoxycarbonylamino-1-propanol), solution, N(=NC(=O)OCC)C(=O)OCC (diethyl azodicarboxylate), OC1=CC=C(C=C1)CC(=O)OC (methyl 4-hydroxyphenylacetate), C1(=CC=CC=C1)P(C1=CC=CC=C1)C1=CC=CC=C1 (triphenylphosphine), Cl (hydrogen chloride). The solvent is CO (methanol), C1=CC=CC=C1 (benzene), O1CCOCC1 (dioxane). Yields the product N[C@H](COC1=CC=C(C=C1)CC(=O)OC)C (Methyl 4-[2 (S)-amino-1-propoxy]phenylacetate). Reaction SMILES: C(OC([NH:8][C@@H:9]([CH3:12])[CH2:10][OH:11])=O)(C)(C)C.O[C:14]1[CH:19]=[CH:18][C:17]([CH2:20][C:21]([O:23][CH3:24])=[O:22])=[CH:16][CH:15]=1.C1(P(C2C=CC=CC=2)C2C=CC=CC=2)C=CC=CC=1.N(C(OCC)=O)=NC(OCC)=O.Cl>O1CCOCC1.CO.C1C=CC=CC=1>[NH2:8][C@@H:9]([CH3:12])[CH2:10][O:11][C:14]1[CH:19]=[CH:18][C:17]([CH2:20][C:21]([O:23][CH3:24])=[O:22])=[CH:16][CH:15]=1. Procedure: Following a procedure similar to that described in Preparation 27, but using 15.8 g of (S)-2-t-butoxycarbonylamino-1-propanol, 10.0 g of methyl 4-hydroxyphenylacetate, 24 g of triphenylphosphine, 70 ml of dry benzene, 15.7 g of diethyl azodicarboxylate, 50 ml of methanol and 70 ml of a 4N solution of hydrogen chloride in dioxane, the title compound was obtained. [α]D23 +12.1° (c=1.054, chloroform). Starting materials: CC(C)=O, CC(C)O, COC(=O)C(C)(C)OCCCCCCCC(O)CCl, O, O=S(=O)(O)O. Product: COC(=O)C(C)(C)OCCCCCCCC(=O)CCl. Reaction SMILES: [CH3:30][C:31](=[O:32])[CH3:33].[CH:26]([OH:27])([CH3:28])[CH3:29].[Cl:1][CH2:2][CH:3]([CH2:4][CH2:5][CH2:6][CH2:7][CH2:8][CH2:9][CH2:10][O:11][C:12]([C:13](=[O:14])[O:15][CH3:16])([CH3:17])[CH3:18])[OH:19].[OH2:25].[S:20](=[O:21])(=[O:22])([OH:23])[OH:24]>>[Cl:1][CH2:2][C:3]([CH2:4][CH2:5][CH2:6][CH2:7][CH2:8][CH2:9][CH2:10][O:11][C:12]([C:13](=[O:14])[O:15][CH3:16])([CH3:17])[CH3:18])=[O:19]. Reactants: C([O-])([O-])=O.[Na+].[Na+] (Sodium carbonate), NC1=CC(=C(C(=O)N[C@@H]2[C@@H](CN(CC2)CC2=NC=CC=C2)O)C=C1Cl)OC (cis-4-amino-5-chloro-N-[3-hydroxy-1-(2-pyridinylmethyl)-4-piperidinyl]-2-methoxybenzamide), O1CCCC1 (tetrahydrofuran), C(C)(=O)Cl (acetyl chloride), O1CCCC1 (tetrahydrofuran). The solvent is C(C)N(CC)CC (N,N-diethylethanamine). Conditions: time 18 hour. Yields the product C(C)(=O)O[C@@H]1CN(CC[C@@H]1NC(C1=C(C=C(C(=C1)Cl)NC(C)=O)OC)=O)CC1=NC=CC=C1 (cis-4-[[4-(acetylamino)-5-chloro-2methoxybenzoyl]amino]-1-(2-pyridinylmethyl)-3-piperidinol acetate). As a reaction SMILES: [NH2:1][C:2]1[C:24]([Cl:25])=[CH:23][C:5]([C:6]([NH:8][C@H:9]2[CH2:14][CH2:13][N:12]([CH2:15][C:16]3[CH:21]=[CH:20][CH:19]=[CH:18][N:17]=3)[CH2:11][C@H:10]2[OH:22])=[O:7])=[C:4]([O:26][CH3:27])[CH:3]=1.[C:28](Cl)(=[O:30])[CH3:29].C(=O)([O-])[O-].[Na+].[Na+].[O:38]1CC[CH2:40][CH2:39]1>C(N(CC)CC)C>[C:28]([O:22][C@H:10]1[C@@H:9]([NH:8][C:6](=[O:7])[C:5]2[CH:23]=[C:24]([Cl:25])[C:2]([NH:1][C:39](=[O:38])[CH3:40])=[CH:3][C:4]=2[O:26][CH3:27])[CH2:14][CH2:13][N:12]([CH2:15][C:16]2[CH:21]=[CH:20][CH:19]=[CH:18][N:17]=2)[CH2:11]1)(=[O:30])[CH3:29] |f:2.3.4|. Procedure: To a stirred and cooled (ice-bath) solution of 6.64 parts of cis-4-amino-5-chloro-N-[3-hydroxy-1-(2-pyridinylmethyl)-4-piperidinyl]-2-methoxybenzamide in 68 parts of tetrahydrofuran were added 1.95 parts of N,N-diethylethanamine. Then there was added dropwise a solution of 1.41 parts of acetyl chloride in 27 parts of tetrahydrofuran at about 0° C. Upon completion, the mixture was allowed to reach slowly room temperature and stirring was continued for 18 hours at this temperature. Sodium carbonat... Solvent: C(C)O (ethanol). Yield: 91.0%. Reaction SMILES: [C:1]([CH2:9][CH2:10][CH2:11][CH2:12]Br)(=[O:8])[C:2]1[CH:7]=[CH:6][CH:5]=[CH:4][CH:3]=1.[CH2:14]([O:16][C:17]([NH:19][N:20]1[CH2:25][CH2:24][NH:23][CH2:22][CH2:21]1)=[O:18])[CH3:15].C(=O)([O-])O.[Na+]>C(O)C>[C:1]([CH2:9][CH2:10][CH2:11][CH2:12][N:23]1[CH2:22][CH2:21][N:20]([NH:19][C:17]([O:16][CH2:14][CH3:15])=[O:18])[CH2:25][CH2:24]1)(=[O:8])[C:2]1[CH:7]=[CH:6][CH:5]=[CH:4][CH:3]=1 |f:2.3|. Procedure details: 17.0 g of 1-benzoyl-4-bromobutane, 13.4 g of 1-(ethoxycarbonylamino)piperazine and 17.8 g of sodium hydrogen carbonate were heated under reflux in ethanol for 6 hours with stirring. The insoluble materials were removed from the reaction mixture by filtration. The solvent was distilled off, and water was added to the residue. The mixture was extracted with benzene. The extract was recrystallized from benzene-hexane to give 21.4 g of 4-(4-benzoylbutyl)-1-(ethoxycarbonylamino)-piperazine having a m... Yields the product C(C1=CC=CC=C1)(=O)CCCCN1CCN(CC1)NC(=O)OCC (4-(4-benzoylbutyl)-1-(ethoxycarbonylamino)-piperazine). The reactants are C(C1=CC=CC=C1)(=O)CCCCBr (1-benzoyl-4-bromobutane), C(C)OC(=O)NN1CCNCC1 (1-(ethoxycarbonylamino)piperazine), C(O)([O-])=O.[Na+] (sodium hydrogen carbonate).